From a dataset of the Open Reaction Database (ORD), a public repository of structured organic reaction records. describe an organic reaction: reactants, conditions, products, and yield Reactants: COC(=O)C=1SC=C(C1C)S(=O)(=O)C1=CC=C(C=C1)Cl (4-(4-Chloro-benzenesulfonyl)-3-methyl-thiophene-2-carboxylic acid methyl ester), CC(C)C[AlH]CC(C)C (DIBAL-H), CC(C)C[AlH]CC(C)C (DIBAL-H). Solvent: O1CCCC1 (tetrahydrofuran), C(Cl)Cl (CH2Cl2). Conditions: time 3 hour. The product is ClC1=CC=C(C=C1)S(=O)(=O)C=1C(=C(SC1)CO)C ([4-(4-Chloro-benzenesulfonyl)-3-methyl-thiophen-2-yl]-methanol). Yield: 86.7%. As a reaction SMILES: C[O:2][C:3]([C:5]1[S:6][CH:7]=[C:8]([S:11]([C:14]2[CH:19]=[CH:18][C:17]([Cl:20])=[CH:16][CH:15]=2)(=[O:13])=[O:12])[C:9]=1[CH3:10])=O.CC(C[AlH]CC(C)C)C>O1CCCC1.C(Cl)Cl>[Cl:20][C:17]1[CH:16]=[CH:15][C:14]([S:11]([C:8]2[C:9]([CH3:10])=[C:5]([CH2:3][OH:2])[S:6][CH:7]=2)(=[O:13])=[O:12])=[CH:19][CH:18]=1. Reported procedure: A solution of 4-(4-Chloro-benzenesulfonyl)-3-methyl-thiophene-2-carboxylic acid methyl ester (992 mg, 3.00 mmol) in dry tetrahydrofuran (20 mL) and dry CH2Cl2 (10 mL) was cooled to 0° C. under N2, and DIBAL-H (9.0 mL, 9.0 mmol, 1 M solution in toluene) was added. After 3 hours, another portion of DIBAL-H (4.5 mL, 4.5 mmol) was added, and stirring was continued for another 2 hours. The reaction was quenched by the addition of saturated Rochelle salt solution (30 mL), and the mixture was stirred f... The reactants are cuprous chloride, S(=O)=O (sulphur dioxide), ice water, N(=O)[O-].[Na+] (Sodium nitrite), NC=1C=CC(=NC1)CCCC(=O)OC (methyl 4-(5-aminopyrid-2-yl)butanoate), Cl (hydrochloric acid). The solvent is C(C)(=O)O (acetic acid), O (water), C(C)(=O)O (acetic acid). Reaction conditions: temperature -10 celsius. Yields the product ClS(=O)(=O)C=1C=CC(=NC1)CCCC(=O)OC (Methyl 4-(5-chlorosulphonylpyrid-2-yl)butanoate). Reaction SMILES: N([O-])=O.[Na+].N[C:6]1[CH:7]=[CH:8][C:9]([CH2:12][CH2:13][CH2:14][C:15]([O:17][CH3:18])=[O:16])=[N:10][CH:11]=1.[S:19](=[O:21])=[O:20].[ClH:22]>O.C(O)(=O)C>[Cl:22][S:19]([C:6]1[CH:7]=[CH:8][C:9]([CH2:12][CH2:13][CH2:14][C:15]([O:17][CH3:18])=[O:16])=[N:10][CH:11]=1)(=[O:21])=[O:20] |f:0.1|. Procedure details: Sodium nitrite (6.08 g) in water (12 ml) was added over 20 minutes to a solution of methyl 4-(5-aminopyrid-2-yl)butanoate (7.48 g, 0.04 mole) in glacial acetic acid (20 ml) and concentrated hydrochloric acid (32 ml) stirred at -10° C. The solution was stirred for 15 minutes then added over 15 minutes to a solution of cuprous chloride (2 g) in glacial acetic acid saturated with sulphur dioxide at 10° C. The resulting solution was stirred at room temperature for 1 hour then poured into ice water (... Reactants: O (water), OC1=C(C=C2C(=NC=NC2=C1)OC=1C=C2C=C(NC2=CC1)C)OC (7-hydroxy-6-methoxy-4-(2-methylindol-5-yloxy)quinazoline), BrCCCCl (1-bromo-3-chloropropane), C([O-])([O-])=O.[K+].[K+] (potassium carbonate). Solvent: CN(C)C=O (DMF). Reaction conditions: time 8 hour. The product is ClCCCOC1=C(C=C2C(=NC=NC2=C1)OC=1C=C2C=C(NC2=CC1)C)OC (7-(3-chloropropoxy)-6-methoxy-4-(2-methylindol-5-yloxy)quinazoline). Isolated yield 70.4%. RXN SMILES: [OH:1][C:2]1[CH:11]=[C:10]2[C:5]([C:6]([O:12][C:13]3[CH:14]=[C:15]4[C:19](=[CH:20][CH:21]=3)[NH:18][C:17]([CH3:22])=[CH:16]4)=[N:7][CH:8]=[N:9]2)=[CH:4][C:3]=1[O:23][CH3:24].Br[CH2:26][CH2:27][CH2:28][Cl:29].C(=O)([O-])[O-].[K+].[K+].O>CN(C=O)C>[Cl:29][CH2:28][CH2:27][CH2:26][O:1][C:2]1[CH:11]=[C:10]2[C:5]([C:6]([O:12][C:13]3[CH:14]=[C:15]4[C:19](=[CH:20][CH:21]=3)[NH:18][C:17]([CH3:22])=[CH:16]4)=[N:7][CH:8]=[N:9]2)=[CH:4][C:3]=1[O:23][CH3:24] |f:2.3.4|. Procedure details: A suspension of 7-hydroxy-6-methoxy-4-(2-methylindol-5-yloxy)quinazoline (321 mg, lmmol), (prepared as described in Example 49), 1-bromo-3-chloropropane (120 μl, 1.2 mmol) and potassium carbonate (359 mg, 2.6 mmol) in DMF (5 ml) was stirred at ambient temperature overnight. After addition of water, the precipitate was collected by filtration, washed with water and dried over phosphorus pentoxide at 60° C. to give 7-(3-chloropropoxy)-6-methoxy-4-(2-methylindol-5-yloxy)quinazoline (280 mg, 70%). Reactants: NC(=O)CC(NC(=O)OCc1ccccc1)C(=O)O, CCOCC, CO, CCOC(C)=O, C(=NC1CCCCC1)=NC1CCCCC1, ClCCl, CC(C)(C)N1CC(O)CC1C(=O)NCC(O)C(N)Cc1ccccc1, Oc1cccc2[nH]nnc12. The product is CC(C)(C)N1CC(O)CC1C(=O)NCC(O)C(Cc1ccccc1)NC(=O)C(CC(N)=O)NC(=O)OCc1ccccc1. Reaction SMILES: [CH2:1]([c:2]1[cH:3][cH:4][cH:5][cH:6][cH:7]1)[O:8][C:9](=[O:10])[NH:11][CH:12]([CH2:13][C:14]([NH2:15])=[O:16])[C:17](=[O:18])[OH:19].[CH3:73][CH2:74][O:75][CH2:76][CH3:77].[CH3:78][OH:79].[CH3:80][CH2:81][O:82][C:83](=[O:84])[CH3:85].[CH:30]1([N:31]=[C:32]=[N:33][CH:34]2[CH2:35][CH2:36][CH2:37][CH2:38][CH2:39]2)[CH2:40][CH2:41][CH2:42][CH2:43][CH2:44]1.[Cl:70][CH2:71][Cl:72].[NH2:45][CH:46]([CH:47]([CH2:48][NH:49][C:50]([CH:51]1[N:52]([C:57]([CH3:58])([CH3:59])[CH3:60])[CH2:53][CH:54]([OH:56])[CH2:55]1)=[O:61])[OH:62])[CH2:63][c:64]1[cH:65][cH:66][cH:67][cH:68][cH:69]1.[OH:20][c:21]1[c:22]2[n:23][n:24][nH:25][c:26]2[cH:27][cH:28][cH:29]1>>[CH2:1]([c:2]1[cH:3][cH:4][cH:5][cH:6][cH:7]1)[O:8][C:9](=[O:10])[NH:11][CH:12]([CH2:13][C:14]([NH2:15])=[O:16])[C:17](=[O:19])[NH:45][CH:46]([CH:47]([CH2:48][NH:49][C:50]([CH:51]1[N:52]([C:57]([CH3:58])([CH3:59])[CH3:60])[CH2:53][CH:54]([OH:56])[CH2:55]1)=[O:61])[OH:62])[CH2:63][c:64]1[cH:65][cH:66][cH:67][cH:68][cH:69]1.